Dataset: the Open Reaction Database (ORD), a public repository of structured organic reaction records. Task: describe an organic reaction: reactants, conditions, products, and yield Reactants: C(C)(=O)[O-].[Na+] (sodium acetate), BrC(C(=O)C(F)(F)F)Br (1,1-dibromo-3,3,3-trifluoroacetone), Cl.FC1=C(C=C(C(=C1)Cl)O)NN (2-fluoro-4-chloro-5-hydroxyphenylhydrazine hydrochloride). The solvent is O (water). Conditions: time 70 minute. Yields the product ClC1=CC(=C(C=C1O)NN=CC(C(F)(F)F)=O)F (3,3,3-trifluoro-2-oxopropanal 1-(4-chloro-2-fluoro-5-hydroxyphenylhydrazone)). Isolated yield 82.9%. Reaction SMILES: C([O-])(=O)C.[Na+].Br[CH:7](Br)[C:8]([C:10]([F:13])([F:12])[F:11])=[O:9].Cl.[F:16][C:17]1[CH:22]=[C:21]([Cl:23])[C:20]([OH:24])=[CH:19][C:18]=1[NH:25][NH2:26]>O>[Cl:23][C:21]1[C:20]([OH:24])=[CH:19][C:18]([NH:25][N:26]=[CH:7][C:8](=[O:9])[C:10]([F:13])([F:12])[F:11])=[C:17]([F:16])[CH:22]=1 |f:0.1,3.4|. Procedure details: Then, 49.2 g of sodium acetate and 40.5 g of 1,1-dibromo-3,3,3-trifluoroacetone were dissolved in 400 ml of water, and the solution was heated at 80° to 90° C. for 40 minutes. The solution was cooled to 0° C., to which 75 g of the crude 2-fluoro-4-chloro-5-hydroxyphenylhydrazine hydrochloride crystals obtained above was added, and the mixture was stirred at room temperature for 70 minutes. The precipitated crystals were collected by filtration and dried under reduced pressure, which afforded 35....